This data is from the Open Reaction Database (ORD), a public repository of structured organic reaction records. The task is: describe an organic reaction: reactants, conditions, products, and yield The reactants are CC(C)(C)OC(=O)Nc1scnc1C(=O)O, ClCCl, O=C1CCC(=O)N1Br. The product is CC(C)(C)OC(=O)Nc1sc(Br)nc1C(=O)O. RXN SMILES: [C:1]([CH3:2])([CH3:3])([CH3:4])[O:5][C:6](=[O:7])[NH:8][c:9]1[c:10]([C:14](=[O:15])[OH:16])[n:11][cH:12][s:13]1.[Cl:25][CH2:26][Cl:27].[O:17]=[C:18]1[N:19]([Br:24])[C:20](=[O:21])[CH2:22][CH2:23]1>>[C:1]([CH3:2])([CH3:3])([CH3:4])[O:5][C:6](=[O:7])[NH:8][c:9]1[c:10]([C:14](=[O:15])[OH:16])[n:11][c:12]([Br:24])[s:13]1. The reactants are ClC1=C(C=CC(=C1)Cl)C1=NC(=NC=C1N1C=NC=C1)CCN (4-(2,4-dichlorophenyl)-5-imidazol-1-ylpyrimidin-2-ylethylamine), ClC1=NC(=C(C=C1)[N+](=O)[O-])N (2-chloro-5-nitro-6-aminopyridine), ClC1=C(C=CC(=C1)Cl)C1=NC(=NC=C1C=1NC=CN1)NCCNC1=NC(=C(C=C1)[N+](=O)[O-])OC ([4-(2,4-dichlorophenyl)-5-imidazol-2-ylpyrimidin-2-yl]{2-[(6-methoxy-5-nitro(2-pyridyl))amino]ethyl}amine). The product is NC1=C(C=CC(=N1)NCCNC1=NC=C(C(=N1)C1=C(C=C(C=C1)Cl)Cl)C=1NC=CN1)[N+](=O)[O-] ({2-[(6-amino-5-nitro(2-pyridyl))amino]ethyl}[4-(2,4-dichlorophenyl)-5-imidazolyl-pyrimidin-2-yl]amine). As a reaction SMILES: ClC1C=C(Cl)C=CC=1C1C(N2C=CN=C2)=CN=C(CCN)N=1.Cl[C:24]1[CH:29]=[CH:28][C:27]([N+:30]([O-:32])=[O:31])=[C:26]([NH2:33])[N:25]=1.[Cl:34][C:35]1[CH:40]=[C:39]([Cl:41])[CH:38]=[CH:37][C:36]=1[C:42]1[C:47]([C:48]2[NH:49][CH:50]=[CH:51][N:52]=2)=[CH:46][N:45]=[C:44]([NH:53][CH2:54][CH2:55][NH:56]C2C=CC([N+]([O-])=O)=C(OC)N=2)[N:43]=1>>[NH2:33][C:26]1[N:25]=[C:24]([NH:56][CH2:55][CH2:54][NH:53][C:44]2[N:43]=[C:42]([C:36]3[CH:37]=[CH:38][C:39]([Cl:41])=[CH:40][C:35]=3[Cl:34])[C:47]([C:48]3[NH:52][CH:51]=[CH:50][N:49]=3)=[CH:46][N:45]=2)[CH:29]=[CH:28][C:27]=1[N+:30]([O-:32])=[O:31]. Procedure details: {2-[(6-amino-5-nitro(2-pyridyl))amino]ethyl}[4-(2,4-dichlorophenyl)-5-imidazolyl-pyrimidin-2-yl]amine was prepared from [4-(2,4-dichlorophenyl)-5-imidazol-1-ylpyrimidin-2-ylethylamine and 2-chloro-5-nitro-6-aminopyridine in accordance with the procedure described above for the preparation of [4-(2,4-dichlorophenyl)-5-imidazol-2-ylpyrimidin-2-yl]{2-[(6-methoxy-5-nitro(2-pyridyl))amino]ethyl}amine. Starting materials: CCOC(=O)C1(COS(C)(=O)=O)CC1, CNC, C1CCOC1. The product is CCOC(=O)C1(CN(C)C)CC1. RXN SMILES: [CH2:1]([CH3:2])[O:3][C:4](=[O:5])[C:6]1([CH2:9][O:10][S:11]([CH3:12])(=[O:13])=[O:14])[CH2:7][CH2:8]1.[CH3:15][NH:16][CH3:17].[O:18]1[CH2:19][CH2:20][CH2:21][CH2:22]1>>[CH2:1]([CH3:2])[O:3][C:4](=[O:5])[C:6]1([CH2:9][N:16]([CH3:15])[CH3:17])[CH2:7][CH2:8]1. Starting materials: CC(=O)OCc1ccc(-c2[nH]c(-c3cccc4ccccc34)nc2C(=O)Nc2nccs2)cc1, CC(C)=O, [Na+], [OH-]. Yields the product O=C(Nc1nccs1)c1nc(-c2cccc3ccccc23)[nH]c1-c1ccc(CO)cc1. RXN SMILES: [C:1](=[O:2])([CH3:3])[O:4][CH2:5][c:6]1[cH:7][cH:8][c:9](-[c:12]2[c:13]([C:27](=[O:28])[NH:29][c:30]3[s:31][cH:32][cH:33][n:34]3)[n:14][c:15](-[c:17]3[cH:18][cH:19][cH:20][c:21]4[cH:22][cH:23][cH:24][cH:25][c:26]34)[nH:16]2)[cH:10][cH:11]1.[CH3:37][C:38](=[O:39])[CH3:40].[Na+:36].[OH-:35]>>[OH:4][CH2:5][c:6]1[cH:7][cH:8][c:9](-[c:12]2[c:13]([C:27](=[O:28])[NH:29][c:30]3[s:31][cH:32][cH:33][n:34]3)[n:14][c:15](-[c:17]3[cH:18][cH:19][cH:20][c:21]4[cH:22][cH:23][cH:24][cH:25][c:26]34)[nH:16]2)[cH:10][cH:11]1. Starting materials: C(C1=CC=CC=C1)OC1=C(NC(C(=O)OC)(O)CC(=O)OC)C=C(C(=C1)[N+](=O)[O-])CCCl (dimethyl 2-[2-benzyloxy-5-(2-chloroethyl)-4-nitroanilino]malate). Reagents/catalysts: C(C)(=O)[O-].[Pd+2].C(C)(=O)[O-] (Palladium (II) acetate). Run in CN(C(C)=O)C (N,N-dimethylacetamide). Yields the product C(C1=CC=CC=C1)OC=1C=C(C(=C2C(=C(NC12)C(=O)OC)C(=O)OC)CCCl)[N+](=O)[O-] (dimethyl 7-benzyloxy-4-(2-chloroethyl)-5-nitroindole-2,3-dicarboxylate). The yield is 23.0%. Reaction SMILES: [CH2:1]([O:8][C:9]1[CH:26]=[C:25]([N+:27]([O-:29])=[O:28])[C:24]([CH2:30][CH2:31][Cl:32])=[CH:23][C:10]=1[NH:11][C:12]([CH2:18][C:19]([O:21][CH3:22])=[O:20])(O)[C:13]([O:15][CH3:16])=[O:14])[C:2]1[CH:7]=[CH:6][CH:5]=[CH:4][CH:3]=1>CN(C)C(=O)C.C([O-])(=O)C.[Pd+2].C([O-])(=O)C>[CH2:1]([O:8][C:9]1[CH:26]=[C:25]([N+:27]([O-:29])=[O:28])[C:24]([CH2:30][CH2:31][Cl:32])=[C:23]2[C:10]=1[NH:11][C:12]([C:13]([O:15][CH3:16])=[O:14])=[C:18]2[C:19]([O:21][CH3:22])=[O:20])[C:2]1[CH:7]=[CH:6][CH:5]=[CH:4][CH:3]=1 |f:2.3.4|. Procedure details: 2-(5-Amino-4-benzyloxy-2-nitro)phenylethanol was heated at 25-100° C., preferably refluxing, with dimethyl acetylenedicarboxylate in methanol to give dimethyl 2-[2-benzyloxy-5-(2-hydroxyethyl)-4-nitroanilino]malate in 96% yield. Subsequent treatment of dimethyl 2-[2-benzyloxy-5-(2-hydroxyethyl)-4-nitroanilino]malate at 0-50° C., preferably at room temperature, with carbon tetrachloride in methylene chloride and triphenylphosphine provided dimethyl 2-[2-benzyloxy-5-(2-chloroethyl)-4-nitroanilino]... Reactants: CN1CCNCC1, CS(C)=O, CCC1C(=O)N(C)c2cnc(Cl)nc2N1C1CCCC1, O. The product is CCC1C(=O)N(C)c2cnc(N3CCN(C)CC3)nc2N1C1CCCC1. Reaction SMILES: [CH3:21][N:22]1[CH2:23][CH2:24][NH:25][CH2:26][CH2:27]1.[CH3:28][S:29]([CH3:30])=[O:31].[Cl:1][c:2]1[n:3][c:4]2[c:9]([cH:10][n:11]1)[N:8]([CH3:12])[C:7](=[O:13])[CH:6]([CH2:14][CH3:15])[N:5]2[CH:16]1[CH2:17][CH2:18][CH2:19][CH2:20]1.[OH2:32]>>[c:2]1([N:25]2[CH2:24][CH2:23][N:22]([CH3:21])[CH2:27][CH2:26]2)[n:3][c:4]2[c:9]([cH:10][n:11]1)[N:8]([CH3:12])[C:7](=[O:13])[CH:6]([CH2:14][CH3:15])[N:5]2[CH:16]1[CH2:17][CH2:18][CH2:19][CH2:20]1.